describe an organic reaction: reactants, conditions, products, and yield From a dataset of the Open Reaction Database (ORD), a public repository of structured organic reaction records. The solvent is CN(C)C=O (DMF). Procedure details: Operating substantially as described in example 50 starting from 1,2,4-triazole (0.19 g, 2.8 mmoles) in dry DMF (10 ml), NaH (0.084 g, 2.1 mmoles; 60% in oil) and 4-chloro-1-(3,5-dichloro-pyridin-4-ylmethyl)-6-methoxy-phthalazine (0.5 g, 1.4 mmoles), prepared as described in example 45, 0.42 g of the title compound were obtained (yield: 77%). m.p.: 207-208° C. The product is ClC=1C=NC=C(C1CC1=NN=C(C2=CC(=CC=C12)OC)N1N=CN=C1)Cl (1-(3,5-Dichloro-pyridin-4-ylmethyl)-6-methoxy-4-[1,2,4]triazol-1-yl-phthalazine). The reactants are N1N=CN=C1 (1,2,4-triazole), [H-].[Na+] (NaH), ClC1=NN=C(C2=CC=C(C=C12)OC)CC1=C(C=NC=C1Cl)Cl (4-chloro-1-(3,5-dichloro-pyridin-4-ylmethyl)-6-methoxy-phthalazine). Reaction SMILES: [NH:1]1[CH:5]=[N:4][CH:3]=[N:2]1.[H-].[Na+].Cl[C:9]1[C:18]2[C:13](=[CH:14][CH:15]=[C:16]([O:19][CH3:20])[CH:17]=2)[C:12]([CH2:21][C:22]2[C:27]([Cl:28])=[CH:26][N:25]=[CH:24][C:23]=2[Cl:29])=[N:11][N:10]=1>CN(C=O)C>[Cl:29][C:23]1[CH:24]=[N:25][CH:26]=[C:27]([Cl:28])[C:22]=1[CH2:21][C:12]1[C:13]2[C:18](=[CH:17][C:16]([O:19][CH3:20])=[CH:15][CH:14]=2)[C:9]([N:1]2[CH:5]=[N:4][CH:3]=[N:2]2)=[N:10][N:11]=1 |f:1.2|. Yield: 77.5%. The reactants are CC(Cl)c1cccnc1, CCOC(=O)N1CSCC1C(=O)O. The reagents and catalysts are O=C([O-])[O-].[Cs+].[Cs+] (cesium carbonate), [I-].[K+] (potassium iodide). The solvent is CN(C)C=O (DMF), CN(C)C=O (dmf), CN(C)C=O (DMF). Conditions: temperature 70 celsius, time 16 hour. Product: CCOC(=O)N1CSCC1C(=O)OC(C)c1cccnc1. Reactants: COc1ccc(C(=O)C(NC(=O)OCc2ccccc2)c2ccccc2)cc1, CCO, Cl, NO, c1ccncc1. The product is COc1ccc(C(=NO)C(NC(=O)OCc2ccccc2)c2ccccc2)cc1. Reaction SMILES: [CH2:1]([c:2]1[cH:3][cH:4][cH:5][cH:6][cH:7]1)[O:8][C:9]([NH:10][CH:11]([C:12](=[O:13])[c:14]1[cH:15][cH:16][c:17]([O:20][CH3:21])[cH:18][cH:19]1)[c:22]1[cH:23][cH:24][cH:25][cH:26][cH:27]1)=[O:28].[CH3:38][CH2:39][OH:40].[ClH:29].[NH2:30][OH:31].[cH:32]1[cH:33][cH:34][n:35][cH:36][cH:37]1>>[CH2:1]([c:2]1[cH:3][cH:4][cH:5][cH:6][cH:7]1)[O:8][C:9]([NH:10][CH:11]([C:12]([c:14]1[cH:15][cH:16][c:17]([O:20][CH3:21])[cH:18][cH:19]1)=[N:30][OH:31])[c:22]1[cH:23][cH:24][cH:25][cH:26][cH:27]1)=[O:28]. Procedure: The product of step (b) was treated with ethyl glyoxylate by the process of Example 3, step (a) to give the sub-title product (1.5 g) as an oil. Product: C12(CC3CC(CC(C1)C3)C2)C2=NNC(S2)C(=O)OCC (Ethyl 5-(adamant-1-yl)-2,3-dihydro-1,3,4-thiadiazole-2-carboxylate). The reactants are C12(CC3CC(CC(C1)C3)C2)C(=S)NN (Adamantane-1-carbothioic acid hydrazide), C(C=O)(=O)OCC (ethyl glyoxylate). As a reaction SMILES: [C:1]12([C:11]([NH:13][NH2:14])=[S:12])[CH2:10][CH:5]3[CH2:6][CH:7]([CH2:9][CH:3]([CH2:4]3)[CH2:2]1)[CH2:8]2.[C:15]([O:19][CH2:20][CH3:21])(=[O:18])[CH:16]=O>>[C:1]12([C:11]3[S:12][CH:16]([C:15]([O:19][CH2:20][CH3:21])=[O:18])[NH:14][N:13]=3)[CH2:10][CH:5]3[CH2:4][CH:3]([CH2:9][CH:7]([CH2:6]3)[CH2:8]1)[CH2:2]2. The reactants are C1CCOC1, O=C(O)c1cc(C(F)(F)F)ccc1I. The product is OCc1cc(C(F)(F)F)ccc1I. RXN SMILES: [CH2:15]1[O:16][CH2:17][CH2:18][CH2:19]1.[I:1][c:2]1[c:3]([C:4](=[O:5])[OH:6])[cH:7][c:8]([C:11]([F:12])([F:13])[F:14])[cH:9][cH:10]1>>[I:1][c:2]1[c:3]([CH2:4][OH:5])[cH:7][c:8]([C:11]([F:12])([F:13])[F:14])[cH:9][cH:10]1.